Dataset: the Open Reaction Database (ORD), a public repository of structured organic reaction records. Task: describe an organic reaction: reactants, conditions, products, and yield Reactants: CCOC(=O)/N=N/C(=O)OCC (Diethylazodicarboxylate), [Si](C)(C)(C(C)(C)C)OCC(C=C)O (1-((tert-butyl(dimethyl)silyl)oxy)but-3-en-2-ol), COC(C1=C(C=CC=C1O)O)=O (methyl-2,6-dihydroxybenzoate), C1=CC=C(C=C1)P(C2=CC=CC=C2)C3=CC=CC=C3 (PPh3). The solvent is TBF. Reaction conditions: time 16 hour. The product is [Si](C)(C)(C(C)(C)C)OCC(C=C)OC1=C(C(=O)OC)C(=CC=C1)O (methyl 2-((1-(((tert-butyl(dimethyl)silyl)oxy)methyl)prop-2-enyl)oxy)-6-hydroxybenzoate). Yield: 24.0%. Reaction SMILES: [Si:1]([O:8][CH2:9][CH:10]([OH:13])[CH:11]=[CH2:12])([C:4]([CH3:7])([CH3:6])[CH3:5])([CH3:3])[CH3:2].[CH3:14][O:15][C:16](=[O:25])[C:17]1[C:22]([OH:23])=[CH:21][CH:20]=[CH:19][C:18]=1O.C1C=CC(P(C2C=CC=CC=2)C2C=CC=CC=2)=CC=1.CCOC(/N=N/C(OCC)=O)=O>>[Si:1]([O:8][CH2:9][CH:10]([O:13][C:18]1[CH:19]=[CH:20][CH:21]=[C:22]([OH:23])[C:17]=1[C:16]([O:15][CH3:14])=[O:25])[CH:11]=[CH2:12])([C:4]([CH3:7])([CH3:6])[CH3:5])([CH3:3])[CH3:2]. Procedure details: A solution of alcohol from Example 16A (2.65 g, 13.1 mmol), methyl-2,6-dihydroxybenzoate (3.51 g, 20.9 mmol), PPh3 (3.34 g, 15.7 mmol), and TBF (20 mL) was cooled to 0° C. Diethylazodicarboxylate (2.51 g, 14.4 mmol) was added. The reaction was allowed to warm to room temperature and stir for 16 hours. The titled product (1.11 g, 24%) was obtained following silica gel column chromatography (10% ethyl acetate in hexanes). Reactants: ClC=1C(=NC=CN1)C#N (3-chloropyrazine-2-carbonitrile), S1C(=NN=C1S)S (1,3,4-thiadiazole-2,5-dithiol), [H-].[Na+] (NaH), [H-].[Na+] (NaH), BrCC(C)C (1-bromo-2-methylpropane). The solvent is C1=CC=CC=C1 (benzene), CN(C)C=O (DMF). Reaction conditions: time 8 hour. Yields the product C(C(C)C)SC1=NN=C(S1)SC=1C(=NC=CN1)C#N (3-(5-(isobutylthio)-1,3,4-thiadiazol-2-ylthio)pyrazine-2-carbonitrile). Reaction SMILES: [S:1]1[C:5]([SH:6])=[N:4][N:3]=[C:2]1[SH:7].[H-].[Na+].Br[CH2:11][CH:12]([CH3:14])[CH3:13].Cl[C:16]1[C:17]([C:22]#[N:23])=[N:18][CH:19]=[CH:20][N:21]=1>CN(C=O)C.C1C=CC=CC=1>[CH2:11]([S:6][C:5]1[S:1][C:2]([S:7][C:16]2[C:17]([C:22]#[N:23])=[N:18][CH:19]=[CH:20][N:21]=2)=[N:3][N:4]=1)[CH:12]([CH3:14])[CH3:13] |f:1.2|. Reported procedure: The title compound was prepared according to the procedure described in Example 4 by using 1,3,4-thiadiazole-2,5-dithiol (300 mg, 2.00 mmol), NaH (60% dispersion in mineral oil, 88 mg, 2.20 mmol), 1-bromo-2-methylpropane (0.25 ml, 2.30 mmol), NaH (60% dispersion in mineral oil, 88 mg, 2.20 mmol), and 3-chloropyrazine-2-carbonitrile (280 mg, 2.00 mmol) in DMF and benzene (8 ml, 1/1) by stirring at room temperature under nitrogen atmosphere overnight. Reactants: [BH4-].[Na+] (NaBH4), C(C)(C)(C)OC(=O)N[C@H](COCC1=CC=CC=C1)C(=O)O (N-(tert-Butyloxycarbonyl)-O-benzyl-D-serine), TEA, ClC(=O)OCC(C)C (isobutyl chloroformate), C(C)(=O)O (acetic acid). Run in C1CCOC1.O (THF water), C1CCOC1 (THF). Reaction conditions: temperature -20 celsius, time 30 minute. The product is C(C)(C)(C)OC(=O)N[C@H](COCC1=CC=CC=C1)CO (N-(tert-Butyloxycarbonyl)-O-Benzyl-D-Serinol). The yield is 92.6%. RXN SMILES: [C:1]([O:5][C:6]([NH:8][C@@H:9]([C:19](O)=[O:20])[CH2:10][O:11][CH2:12][C:13]1[CH:18]=[CH:17][CH:16]=[CH:15][CH:14]=1)=[O:7])([CH3:4])([CH3:3])[CH3:2].ClC(OCC(C)C)=O.[BH4-].[Na+].C(O)(=O)C>C1COCC1.C1COCC1.O>[C:1]([O:5][C:6]([NH:8][C@@H:9]([CH2:19][OH:20])[CH2:10][O:11][CH2:12][C:13]1[CH:18]=[CH:17][CH:16]=[CH:15][CH:14]=1)=[O:7])([CH3:4])([CH3:3])[CH3:2] |f:2.3,6.7|. Procedure: N-(tert-Butyloxycarbonyl)-O-benzyl-D-serine 10 (7.56 g, 25.63 mmol) was dissolved in dry THF and cooled to -20° C. under argon atmosphere. To this cold stirred solution was added TEA (3.03 g, 30 mmol) and isobutyl chloroformate (4.08 g, 30 mmol). The stirring was continued for 30 min at -20° C. under argon atmosphere. The reaction mixture was filtered immediately under a blanket of argon, the precipitate was washed with dry THF (50 ml). The combined filtrate was added slowly into a cold (0° C.) ... Reactants: COC([C@H](O)C1=CC=CC=C1)=O ((R)-O-methylmandelic acid), NCC1(CN(CC1)C1=C(C=C2C(C(=CN(C2=C1OC)C1CC1)C(=O)OC)=O)F)CF (Methyl 7-(3-aminomethyl-3-fluoromethylpyrrolidin-1-yl)-1-cyclopropyl-6-fluoro-1,4-dihydro-8-methoxy-4-oxo-3-quinolinecarboxylate). Run in CO (methanol), CO (methanol). Reaction conditions: time 3 day. Yields the product NC[C@@]1(CN(CC1)C1=C(C=C2C(C(=CN(C2=C1OC)C1CC1)C(=O)OC)=O)F)CF (Methyl (S)-(+)-7-(3-aminomethyl-3-fluoromethylpyrrolidin-1-yl)-1-cyclopropyl-6-fluoro-1,4-dihydro-8-methoxy-4-oxo-3-quinolinecarboxylate). The yield is 13.6%. Reaction SMILES: COC(=O)[C@@H](C1C=CC=CC=1)O.[NH2:13][CH2:14][C:15]1([CH2:41][F:42])[CH2:19][CH2:18][N:17]([C:20]2[C:29]([O:30][CH3:31])=[C:28]3[C:23]([C:24](=[O:39])[C:25]([C:35]([O:37][CH3:38])=[O:36])=[CH:26][N:27]3[CH:32]3[CH2:34][CH2:33]3)=[CH:22][C:21]=2[F:40])[CH2:16]1>CO>[NH2:13][CH2:14][C@@:15]1([CH2:41][F:42])[CH2:19][CH2:18][N:17]([C:20]2[C:29]([O:30][CH3:31])=[C:28]3[C:23]([C:24](=[O:39])[C:25]([C:35]([O:37][CH3:38])=[O:36])=[CH:26][N:27]3[CH:32]3[CH2:34][CH2:33]3)=[CH:22][C:21]=2[F:40])[CH2:16]1. Procedure details: A solution of (R)-O-methylmandelic acid (2.2 g) in methanol (8 ml) was added to a solution of the compound (8.1 g) obtained in Example 2 in methanol (32 ml), and the mixture was left standing at room temperature for 3 days. The precipitated crystals were collected by filtration and recrystallized 4 times from methanol. The obtained crystals were suspended in water, and the suspension was made alkaline with potassium carbonate and extracted with chloroform. The extract was washed with water, drie... The reactants are C(=O)C1=CC=C(C=C1)C1=CC(=CC=C1)C(=O)N (4′-formylbiphenyl-3-carboxylic acid amide), C(C)(C)(C)[C@H]1CC[C@H](CC1)NCC1=CC(=C(C=C1)C1=CC(=CC=C1)C(=O)N)F (cis-4′-[(4-tert-butylcyclohexylamino)methyl]-2′-fluorobiphenyl-3-carboxylic acid amide). Yields the product C(C)(C)(C)[C@@H]1CC[C@H](CC1)NCC1=CC(=C(C=C1)C1=CC(=CC=C1)C(=O)N)F (trans-4′-[(4-tert-Butylcyclohexylamino)methyl]-2′-fluorobiphenyl-3-carboxylic acid amide). Reaction SMILES: C(C1C=CC(C2C=CC=C(C(N)=O)C=2)=CC=1)=O.[C:18]([C@@H:22]1[CH2:27][CH2:26][C@H:25]([NH:28][CH2:29][C:30]2[CH:35]=[CH:34][C:33]([C:36]3[CH:41]=[CH:40][CH:39]=[C:38]([C:42]([NH2:44])=[O:43])[CH:37]=3)=[C:32]([F:45])[CH:31]=2)[CH2:24][CH2:23]1)([CH3:21])([CH3:20])[CH3:19]>>[C:18]([C@H:22]1[CH2:23][CH2:24][C@H:25]([NH:28][CH2:29][C:30]2[CH:35]=[CH:34][C:33]([C:36]3[CH:41]=[CH:40][CH:39]=[C:38]([C:42]([NH2:44])=[O:43])[CH:37]=3)=[C:32]([F:45])[CH:31]=2)[CH2:26][CH2:27]1)([CH3:21])([CH3:19])[CH3:20]. Reported procedure: The procedure described in Example 56/57 was used to prepare Examples 58 and 59 from 4′-formylbiphenyl-3-carboxylic acid amide (Preparation 1) and the appropriate amine: The reactants are IC1=CC=C(C=C1)C1CCC(CC1)C1CCC(CC1)CCC (1-iodo-4-[4-(4-propylcyclohexyl)cyclohexyl]benzene), FC(=C(I)F)F (trifluoroiodoethylene). The reagents and catalysts are C=1C=CC(=CC1)[P](C=2C=CC=CC2)(C=3C=CC=CC3)[Pd]([P](C=4C=CC=CC4)(C=5C=CC=CC5)C=6C=CC=CC6)([P](C=7C=CC=CC7)(C=8C=CC=CC8)C=9C=CC=CC9)[P](C=1C=CC=CC1)(C=1C=CC=CC1)C=1C=CC=CC1 (tetrakis(triphenylphosphine)palladium), [Zn] (zinc). The solvent is C1CCOC1 (THF). Conditions: time 8 hour. Yields the product C(CC)C1CCC(CC1)C1CCC(CC1)C1=CC=C(C=C1)C(=C(F)F)F (4-[4-(4-Propylcyclohexyl)cyclohexyl]-1-(1,2,2-trifluorovinyl)benzene). RXN SMILES: [F:1][C:2]([F:6])=[C:3]([F:5])I.I[C:8]1[CH:13]=[CH:12][C:11]([CH:14]2[CH2:19][CH2:18][CH:17]([CH:20]3[CH2:25][CH2:24][CH:23]([CH2:26][CH2:27][CH3:28])[CH2:22][CH2:21]3)[CH2:16][CH2:15]2)=[CH:10][CH:9]=1>[Zn].C1C=CC([P]([Pd]([P](C2C=CC=CC=2)(C2C=CC=CC=2)C2C=CC=CC=2)([P](C2C=CC=CC=2)(C2C=CC=CC=2)C2C=CC=CC=2)[P](C2C=CC=CC=2)(C2C=CC=CC=2)C2C=CC=CC=2)(C2C=CC=CC=2)C2C=CC=CC=2)=CC=1.C1COCC1>[CH2:26]([CH:23]1[CH2:22][CH2:21][CH:20]([CH:17]2[CH2:18][CH2:19][CH:14]([C:11]3[CH:12]=[CH:13][C:8]([C:3]([F:5])=[C:2]([F:6])[F:1])=[CH:9][CH:10]=3)[CH2:15][CH2:16]2)[CH2:25][CH2:24]1)[CH2:27][CH3:28] |^1:33,35,54,73|. Procedure details: A mixture of 5.0 g (77 mmol) of zinc powder, 50 ml of THF and 13.5 g (65 mmol) of trifluoroiodoethylene is stirred overnight, initially with ice cooling, later at room temperature. 20.5 g (50 mmol) of 1-iodo-4-[4-(4-propylcyclohexyl)cyclohexyl]benzene and 1.1 g-of tetrakis(triphenylphosphine)palladium are then added. Starting materials: C1=CCCCC1 (Cyclohexene), CSC (dimethyl sulfide), B (borane), C(CCC#C)[C@H]1[C@@H](C1)OC(=O)ON1C(CCC1=O)=O (1-[({[(1R,2R)-2-(pent-4-yn-1-yl)cyclopropyl]oxy}carbonyl)oxy]pyrrolidine-2,5-dione), [B]1OC(C(O1)(C)C)(C)C (Pinacolborane). The solvent is C1CCOC1 (THF), CCCCCCC (heptane). Reaction conditions: time 5 minute. Product: CC1(OB(OC1(C)C)/C=C/CCC[C@H]1[C@@H](C1)OC(=O)ON1C(CCC1=O)=O)C (1-{[({(1R,2R)-2-[(4E)-5-(4,4,5,5-tetramethyl-1,3,2-dioxaborolan-2-yl)pent-4-en-1-yl]cyclopropyl}oxy)carbonyl]oxy}pyrrolidine-2,5-dione). As a reaction SMILES: C1CCCCC=1.CSC.[BH3:10].[CH2:11]([C@@H:16]1[CH2:18][C@H:17]1[O:19][C:20]([O:22][N:23]1[C:27](=[O:28])[CH2:26][CH2:25][C:24]1=[O:29])=[O:21])[CH2:12][CH2:13][C:14]#[CH:15].[B]1[O:34][C:33]([CH3:36])([CH3:35])[C:32]([CH3:38])([CH3:37])[O:31]1>C1COCC1.CCCCCCC>[CH3:37][C:32]1([CH3:38])[C:33]([CH3:36])([CH3:35])[O:34][B:10](/[CH:15]=[CH:14]/[CH2:13][CH2:12][CH2:11][C@@H:16]2[CH2:18][C@H:17]2[O:19][C:20]([O:22][N:23]2[C:27](=[O:28])[CH2:26][CH2:25][C:24]2=[O:29])=[O:21])[O:31]1 |^1:29|. Procedure: Cyclohexene (1.09 mL) was added to a 10 M dimethyl sulfide solution of borane (0.58 mL). Upon addition, a white solid had formed and 3 mL of degassed heptane was added to suspend it. The mixture was stirred for 5 minutes at room temperature. At this point, alkyne from Step 1 (15.5 g) in THF (55 mL) was added dropwise to the reaction mixture. After complete addition, the mixture was warmed to 40° C. for 20 minutes. Pinacolborane (8.48 mL) was added slowly to reaction mixture and the heating was c... Reactants: Cl.C(=O)(O)C1=NC2=CC(=CC=C2C(=C1)S)Cl (2-carboxy-7-chloro-4-mercaptoquinoline HCl salt), C([O-])([O-])=O.[Cs+].[Cs+] (cesium carbonate), C(C)(=O)OCC (ethyl acetate). Run in CN(C)C=O (DMF). Run at temperature 70 celsius, time 8 hour. Yields the product COC(=O)C1=NC2=CC(=CC=C2C(=C1)SC)Cl (2-(methoxycarbonyl)-7-chloro-4-methylthioquinoline). As a reaction SMILES: Cl.C(C1[CH:14]=[C:13]([SH:15])[C:12]2[C:7](=[CH:8][C:9]([Cl:16])=[CH:10][CH:11]=2)[N:6]=1)(O)=O.[C:17](=O)([O-])[O-].[Cs+].[Cs+].[C:23]([O:26][CH2:27]C)(=[O:25])[CH3:24]>CN(C=O)C>[CH3:27][O:26][C:23]([C:24]1[CH:14]=[C:13]([S:15][CH3:17])[C:12]2[C:7](=[CH:8][C:9]([Cl:16])=[CH:10][CH:11]=2)[N:6]=1)=[O:25] |f:0.1,2.3.4|. Procedure: To a solution of 2-carboxy-7-chloro-4-mercaptoquinoline HCl salt (75 mg, 0.31 mmol) in DMF (3 mL) was added Mel (0.0425 mL, 2.5 eq.) and cesium carbonate (340 mg, 3.5 eq.). The resulting reaction mixture was stirred at 70° C. overnight. The reaction mixture was diluted with ethyl acetate and washed with water, brine, and dried over sodium sulfate. The solvent was evaporated. Flash column chromatograpgy with 1%–2% MeOH in methylene chloride afforded 2-(methoxycarbonyl)-7-chloro-4-methylthioquinol...